The task is: describe an organic reaction: reactants, conditions, products, and yield. This data is from the Open Reaction Database (ORD), a public repository of structured organic reaction records. Solvent: C1CCOC1 (THF). Reactants: IC (iodomethane), C(C)(C)NC(C)C (N,N-diisopropylamine), [Li]CCCC (n-BuLi), CN1CCCN(C1=O)C (DMPU), O1C(CCC1)C(=O)O (tetrahydro-2-furoic acid). As a reaction SMILES: [CH:1](NC(C)C)(C)C.[Li]CCCC.CN1C(=O)N(C)CCC1.[O:22]1[CH2:26][CH2:25][CH2:24][CH:23]1[C:27]([OH:29])=[O:28].IC>C1COCC1>[CH3:1][C:23]1([C:27]([OH:29])=[O:28])[CH2:24][CH2:25][CH2:26][O:22]1. Reported procedure: To a solution of N,N-diisopropylamine (15 ml, 106 mmol) in THF (40 ml) at 0° C. was added n-BuLi (99 mmol, 1.6 M/Hex). After stirring the mixture for 30 min. DMPU (12 ml, 99 mmol) and tetrahydro-2-furoic acid (4.2 ml, 44 mmol) were added at 0° C. After 1 hr at 0° C., iodomethane (5.4 ml, 88 mmol) was added and the reaction mixture was allowed to warm to room temperature. After stirring overnight, the reaction mixture was partitioned between ethyl acetate and 1N HCl. The aqueous layer was extract... Conditions: time 30 minute. Yields the product CC1(OCCC1)C(=O)O (2-Methyl-2-tetrahydrofuroic Acid). Yield: 43.7%. Starting materials: NC=1C=2N(C(=CC1)Cl)N=C(N2)SCC2=CC=CC=C2 (8-amino-2-benzylthio-5-chloro[1,2,4]triazolo[1,5-a]pyridine), C(C)(=O)O (acetic acid), N(=O)OC(C)(C)C (t-butyl nitrite). The solvent is O1CCCC1 (tetrahydrofuran), O1CCCC1 (tetrahydrofuran). The product is C(C1=CC=CC=C1)SC1=NN2C(C=CC=C2Cl)=N1 (2-Benzylthio-5-chloro[1,2,4]triazolo[1,5-a]pyridine). Reaction SMILES: N[C:2]1[C:3]2[N:4]([N:9]=[C:10]([S:12][CH2:13][C:14]3[CH:19]=[CH:18][CH:17]=[CH:16][CH:15]=3)[N:11]=2)[C:5]([Cl:8])=[CH:6][CH:7]=1.C(O)(=O)C.N(OC(C)(C)C)=O>O1CCCC1>[CH2:13]([S:12][C:10]1[N:11]=[C:3]2[CH:2]=[CH:7][CH:6]=[C:5]([Cl:8])[N:4]2[N:9]=1)[C:14]1[CH:15]=[CH:16][CH:17]=[CH:18][CH:19]=1. Procedure details: A solution of 8-amino-2-benzylthio-5-chloro[1,2,4]triazolo[1,5-a]pyridine (9.0 g, 0.031 mol) and acetic acid (2.0 g, 0.033 mol) in tetrahydrofuran (100 mL) was added dropwise with stirring over 30 min to a solution of t-butyl nitrite (6.4 g, i0.062 mol) in tetrahydrofuran (500 mL) at 50°-55° C. and allowed to react another 15 minutes after the addition was complete. The volatiles were removed by evaporation under reduced pressure and the residue obtained was chromatographed on silica gel eluting... The reactants are O (water), OC1=CC=C(CCNC(OC(C)(C)C)=O)C=C1 (tert-butyl 4-hydroxyphenethylcarbamate), CS(=O)(=O)OCC(C)(F)F (2,2-difluoropropyl methanesulfonate), C([O-])([O-])=O.[Cs+].[Cs+] (cesium carbonate). The solvent is CN(C)C=O (DMF). Conditions: temperature 115 celsius, time 3 hour. Product: FC(COC1=CC=C(CCNC(OC(C)(C)C)=O)C=C1)(C)F (tert-butyl 4-(2,2-Difluoropropoxyl)phenethylcarbamate). Yield: 13.9%. Reaction SMILES: [OH:1][C:2]1[CH:17]=[CH:16][C:5]([CH2:6][CH2:7][NH:8][C:9](=[O:15])[O:10][C:11]([CH3:14])([CH3:13])[CH3:12])=[CH:4][CH:3]=1.CS(O[CH2:23][C:24]([F:27])([F:26])[CH3:25])(=O)=O.C(=O)([O-])[O-].[Cs+].[Cs+].O>CN(C=O)C>[F:26][C:24]([F:27])([CH3:25])[CH2:23][O:1][C:2]1[CH:17]=[CH:16][C:5]([CH2:6][CH2:7][NH:8][C:9](=[O:15])[O:10][C:11]([CH3:14])([CH3:12])[CH3:13])=[CH:4][CH:3]=1 |f:2.3.4|. Reported procedure: A mixture of tert-butyl 4-hydroxyphenethylcarbamate (700 g, 2.94 mmol), 2,2-difluoropropyl methanesulfonate (668 mg, 3.84 mmol) and cesium carbonate (1.92 g, 5.88 mmol) in DMF (5 mL) was stirred at 115° C. in a microwave reactor for 3 h. After cooling to room temperature, water was added and extracted with ethyl acetate (3×100 mL). The combined organic layers were washed with brine, dried over anhydrous sodium sulfate and filtered. The filtrate was evaporated under vacuum to give the crude produ...